This data is from the Open Reaction Database (ORD), a public repository of structured organic reaction records. The task is: describe an organic reaction: reactants, conditions, products, and yield Reactants: COc1ccc(C(=O)CBr)cc1, CN(C)C=O, CCOC(C)=O, [H-], [Na+], N#Cc1ccccc1-c1cc(F)c(Cn2c(=O)[nH]c(=O)c3cc(CC(F)(F)F)sc32)c(F)c1. Product: COc1ccc(C(=O)Cn2c(=O)c3cc(CC(F)(F)F)sc3n(Cc3c(F)cc(-c4ccccc4C#N)cc3F)c2=O)cc1. RXN SMILES: [Br:34][CH2:35][C:36](=[O:37])[c:38]1[cH:39][cH:40][c:41]([O:44][CH3:45])[cH:42][cH:43]1.[CH3:46][N:47]([CH3:48])[CH:49]=[O:50].[CH3:53][CH2:54][O:55][C:56](=[O:57])[CH3:58].[H-:51].[Na+:52].[O:1]=[c:2]1[nH:3][c:4](=[O:33])[c:5]2[c:6]([n:7]1[CH2:8][c:9]1[c:10]([F:24])[cH:11][c:12](-[c:16]3[c:17]([C:22]#[N:23])[cH:18][cH:19][cH:20][cH:21]3)[cH:13][c:14]1[F:15])[s:25][c:26]([CH2:28][C:29]([F:30])([F:31])[F:32])[cH:27]2>>[O:1]=[c:2]1[n:3]([CH2:35][C:36](=[O:37])[c:38]2[cH:39][cH:40][c:41]([O:44][CH3:45])[cH:42][cH:43]2)[c:4](=[O:33])[c:5]2[c:6]([n:7]1[CH2:8][c:9]1[c:10]([F:24])[cH:11][c:12](-[c:16]3[c:17]([C:22]#[N:23])[cH:18][cH:19][cH:20][cH:21]3)[cH:13][c:14]1[F:15])[s:25][c:26]([CH2:28][C:29]([F:30])([F:31])[F:32])[cH:27]2. The reactants are C(#N)C=1C(=NSC1)OC (4-cyano-3-methoxyisothiazole), S(O)(O)(=O)=O (sulfuric acid). Yields the product C(N)(=O)C=1C(=NSC1)OC (4-carbamoyl-3-methoxyisothiazole). As a reaction SMILES: [C:1]([C:3]1[C:4]([O:8][CH3:9])=[N:5][S:6][CH:7]=1)#[N:2].S(=O)(=O)(O)[OH:11]>>[C:1]([C:3]1[C:4]([O:8][CH3:9])=[N:5][S:6][CH:7]=1)(=[O:11])[NH2:2]. Procedure: A solution of 2.8 g. (0.02 mole) of 4-cyano-3-methoxyisothiazole prepared as in Example 18 in 30 ml. of 75% sulfuric acid was heated at 70° C. for 0.5 hour. The solution was then cooled and poured into ice to give after filtration and drying 0.95 g. of 4-carbamoyl-3-methoxyisothiazole, m.p. 165°-168° C. By continuous ether extraction of the aqueous filtrate an addition 1.13 g. of 4-carbamoyl-3-methoxyisothiazole was obtained to give a total yield of 2.08 g. (66%). Reactants: CC1(C)OC(=O)C(=Cc2ccccc2)C(=O)O1, N#C[K]. The product is CC1(C)OC(=O)C(C(C#N)c2ccccc2)C(=O)O1. Reaction SMILES: [CH:1]([c:2]1[cH:3][cH:4][cH:5][cH:6][cH:7]1)=[C:8]1[C:9](=[O:17])[O:10][C:11]([CH3:15])([CH3:16])[O:12][C:13]1=[O:14].[K:18][C:19]#[N:20]>>[CH:1]([c:2]1[cH:3][cH:4][cH:5][cH:6][cH:7]1)([CH:8]1[C:9](=[O:17])[O:10][C:11]([CH3:15])([CH3:16])[O:12][C:13]1=[O:14])[C:19]#[N:20]. Reactants: CC(C)Oc1ccc(COc2ccc3c(c2)cc2n3CCC2CC(=O)OC(C)(C)C)cc1C#N, O=C(O)C(F)(F)F, NC(CS)C(=O)O, O. Yields the product CC(C)Oc1ccc(COc2ccc3c(c2)cc2n3CCC2CC(=O)O)cc1C#N. As a reaction SMILES: [C:8](#[N:9])[c:10]1[cH:11][c:12]([CH2:13][O:14][c:15]2[cH:16][c:17]3[cH:18][c:19]4[n:20]([c:21]3[cH:22][cH:23]2)[CH2:24][CH2:25][CH:26]4[CH2:27][C:28](=[O:29])[O:30][C:31]([CH3:32])([CH3:33])[CH3:34])[cH:35][cH:36][c:37]1[O:38][CH:39]([CH3:40])[CH3:41].[F:43][C:44]([F:45])([F:46])[C:47]([OH:48])=[O:49].[NH2:1][CH:2]([CH2:3][SH:4])[C:5]([OH:6])=[O:7].[OH2:42]>>[C:8](#[N:9])[c:10]1[cH:11][c:12]([CH2:13][O:14][c:15]2[cH:16][c:17]3[cH:18][c:19]4[n:20]([c:21]3[cH:22][cH:23]2)[CH2:24][CH2:25][CH:26]4[CH2:27][C:28](=[O:29])[OH:30])[cH:35][cH:36][c:37]1[O:38][CH:39]([CH3:40])[CH3:41].